Dataset: the Open Reaction Database (ORD), a public repository of structured organic reaction records. Task: describe an organic reaction: reactants, conditions, products, and yield The reactants are CI, ClCCl, [K+], [K+], O=C([O-])[O-], CN(C)C=O, Oc1cccc2oc(CCC#Cc3ccccn3)nc12. The product is COc1cccc2oc(CCC#Cc3ccccn3)nc12. Reaction SMILES: [CH3:21][I:22].[Cl:34][CH2:35][Cl:36].[K+:23].[K+:24].[O-:25][C:26]([O-:27])=[O:28].[O:29]=[CH:30][N:31]([CH3:32])[CH3:33].[n:1]1[c:2]([C:7]#[C:8][CH2:9][CH2:10][c:11]2[o:12][c:13]3[c:14]([n:15]2)[c:16]([OH:20])[cH:17][cH:18][cH:19]3)[cH:3][cH:4][cH:5][cH:6]1>>[n:1]1[c:2]([C:7]#[C:8][CH2:9][CH2:10][c:11]2[o:12][c:13]3[c:14]([n:15]2)[c:16]([O:20][CH3:26])[cH:17][cH:18][cH:19]3)[cH:3][cH:4][cH:5][cH:6]1.